Dataset: the Open Reaction Database (ORD), a public repository of structured organic reaction records. Task: describe an organic reaction: reactants, conditions, products, and yield The reactants are CC(=O)OC(C)=O, Cc1ccc2c(c1)sc1c(N)nn(C)c12, C1CCOC1. The product is CC(=O)Nc1nn(C)c2c1sc1cc(C)ccc12. Reaction SMILES: [CH3:16][C:17](=[O:18])[O:19][C:20](=[O:21])[CH3:22].[CH3:1][n:2]1[n:3][c:4]([NH2:15])[c:5]2[c:6]1[c:7]1[c:8]([s:9]2)[cH:10][c:11]([CH3:14])[cH:12][cH:13]1.[O:23]1[CH2:24][CH2:25][CH2:26][CH2:27]1>>[CH3:1][n:2]1[n:3][c:4]([NH:15][C:17]([CH3:16])=[O:18])[c:5]2[c:6]1[c:7]1[c:8]([s:9]2)[cH:10][c:11]([CH3:14])[cH:12][cH:13]1. Starting materials: ClC1=CC(=C(C=C1)O)C (4-Chloro-2-methylphenol), C([O-])([O-])=O.[K+].[K+] (potassium carbonate), BrCC1=C(C#N)C(=CC=C1)[N+](=O)[O-] (2-bromomethyl-6-nitrobenzonitrile). Solvent: N1=CC=CC=C1 (pyridine), O (water), CN(C=O)C (dimethylformamide). Reaction conditions: temperature 0 celsius, time 1.5 hour. The product is ClC1=CC(=C(OCC2=C(C#N)C(=CC=C2)[N+](=O)[O-])C=C1)C (2-(4-chloro-2-methylphenoxymethyl)-6-nitrobenzonitrile). Isolated yield 61.7%. Reaction SMILES: [Cl:1][C:2]1[CH:7]=[CH:6][C:5]([OH:8])=[C:4]([CH3:9])[CH:3]=1.C(=O)([O-])[O-].[K+].[K+].Br[CH2:17][C:18]1[CH:25]=[CH:24][CH:23]=[C:22]([N+:26]([O-:28])=[O:27])[C:19]=1[C:20]#[N:21]>CN(C)C=O.N1C=CC=CC=1.O>[Cl:1][C:2]1[CH:7]=[CH:6][C:5]([O:8][CH2:17][C:18]2[CH:25]=[CH:24][CH:23]=[C:22]([N+:26]([O-:28])=[O:27])[C:19]=2[C:20]#[N:21])=[C:4]([CH3:9])[CH:3]=1 |f:1.2.3|. Procedure details: 4-Chloro-2-methylphenol (0.12 g, 0.83 mmol) and potassium carbonate were added to a cooled (0° C.) and stirred solution of 2-bromomethyl-6-nitrobenzonitrile [W. T. Ashton and J. B. Hynes, J. Med. Chem, 16, 1233 (1973)] (0.2 g, 0.83 mmol) in dimethylformamide under nitrogen atmosphere. The reaction mixture was stirred at 0° C. for 1.5 hours, then diluted with pyridine (1.5 mL), water, stirred for 1 hour, filtered and dried to yield 155 mg of 2-(4-chloro-2-methylphenoxymethyl)-6-nitrobenzonitrile.